Dataset: the Open Reaction Database (ORD), a public repository of structured organic reaction records. Task: describe an organic reaction: reactants, conditions, products, and yield The reactants are O=C(O)C(=O)O, COCCOC, Sc1nc2cc(OCCCl)c(OCCCl)cc2s1, [O-]Cl, CCOP(=O)(CN)OCC, [Na+], [Na+], [OH-], O. The product is CCOP(=O)(CNSc1nc2cc(OCCCl)c(OCCCl)cc2s1)OCC. As a reaction SMILES: [C:24]([OH:25])(=[O:26])[C:27]([OH:28])=[O:29].[CH3:40][O:41][CH2:42][CH2:43][O:44][CH3:45].[Cl:1][CH2:2][CH2:3][O:4][c:5]1[c:6]([O:15][CH2:16][CH2:17][Cl:18])[cH:7][c:8]2[c:9]([n:10][c:11]([SH:13])[s:12]2)[cH:14]1.[Cl:21][O-:22].[NH2:30][CH2:31][P:32]([O:33][CH2:34][CH3:35])([O:36][CH2:37][CH3:38])=[O:39].[Na+:20].[Na+:23].[OH-:19].[OH2:46]>>[Cl:1][CH2:2][CH2:3][O:4][c:5]1[c:6]([O:15][CH2:16][CH2:17][Cl:18])[cH:7][c:8]2[c:9]([n:10][c:11]([S:13][NH:30][CH2:31][P:32]([O:33][CH2:34][CH3:35])([O:36][CH2:37][CH3:38])=[O:39])[s:12]2)[cH:14]1.